This data is from the Open Reaction Database (ORD), a public repository of structured organic reaction records. The task is: describe an organic reaction: reactants, conditions, products, and yield The reactants are C([O-])([O-])=O.[Na+].[Na+] (sodium carbonate), resultant mixture, NC1=NC=CC=C1O (2-amino-3-hydroxypyridine), C(CC(=O)C)(=O)OCC (etyl acetoacetate), ice water, polyphosphoric acid, [OH-].[Na+] (sodium hydroxide). Run in C(Cl)(Cl)Cl (CHCl3). Conditions: temperature 100 celsius. Yields the product OC1=CC=CN2C1=NC(=CC2=O)C (9-hydroxy-2-methyl-4H-pyrido[1,2-a]pyrimidin-4-one). Isolated yield 60.4%. Reaction SMILES: [NH2:1][C:2]1[C:7]([OH:8])=[CH:6][CH:5]=[CH:4][N:3]=1.[C:9](OCC)(=[O:14])[CH2:10][C:11]([CH3:13])=O.[OH-].[Na+].C(=O)([O-])[O-].[Na+].[Na+]>C(Cl)(Cl)Cl>[OH:8][C:7]1[C:2]2=[N:1][C:11]([CH3:13])=[CH:10][C:9](=[O:14])[N:3]2[CH:4]=[CH:5][CH:6]=1 |f:2.3,4.5.6|. Procedure: To a mixture of 1.1 g of 2-amino-3-hydroxypyridine VIII and 1.1 g of etyl acetoacetate is added 4 ml of polyphosphoric acid and the resultant mixture is stirred under heating at 100° C. for 4 hours. The reaction mixture is poured into ice water, and the resulting solution is adjusted to PH 4 with 2N aqueous sodium hydroxide, then to PH 7 with aqueous sodium carbonate and shaken with CHCl3. The organic layer is washed with water and dried over anhydrous sodium sulfate. The solvent is evaporated t... Reactants: CS(=O)(=O)OCCCCCc1ccc(OCc2coc(C=Cc3ccccc3)n2)cc1, c1c[nH]cn1. Yields the product C(=Cc1nc(COc2ccc(CCCCCn3ccnc3)cc2)co1)c1ccccc1. Reaction SMILES: [CH3:6][S:7]([O:8][CH2:11][CH2:12][CH2:13][CH2:14][CH2:15][c:16]1[cH:17][cH:18][c:19]([O:22][CH2:23][c:24]2[n:25][c:26]([CH:29]=[CH:30][c:31]3[cH:32][cH:33][cH:34][cH:35][cH:36]3)[o:27][cH:28]2)[cH:20][cH:21]1)(=[O:9])=[O:10].[nH:1]1[cH:2][n:3][cH:4][cH:5]1>>[n:1]1([CH2:11][CH2:12][CH2:13][CH2:14][CH2:15][c:16]2[cH:17][cH:18][c:19]([O:22][CH2:23][c:24]3[n:25][c:26]([CH:29]=[CH:30][c:31]4[cH:32][cH:33][cH:34][cH:35][cH:36]4)[o:27][cH:28]3)[cH:20][cH:21]2)[cH:2][n:3][cH:4][cH:5]1.